This data is from the Open Reaction Database (ORD), a public repository of structured organic reaction records. The task is: describe an organic reaction: reactants, conditions, products, and yield The reactants are CC(C)(C)[Si](C)(C)Cl, OCC1(CO)CC1, COCCOC, [H-], [Na+], O. The product is CC(C)(C)[Si](C)(C)OCC1(CO)CC1. RXN SMILES: [C:10]([CH3:11])([CH3:12])([CH3:13])[Si:14]([CH3:15])([CH3:16])[Cl:17].[C:1]1([CH2:4][OH:5])([CH2:6][OH:7])[CH2:2][CH2:3]1.[CH3:18][O:19][CH2:20][CH2:21][O:22][CH3:23].[H-:8].[Na+:9].[OH2:24]>>[C:1]1([CH2:4][O:5][Si:14]([C:10]([CH3:11])([CH3:12])[CH3:13])([CH3:15])[CH3:16])([CH2:6][OH:7])[CH2:2][CH2:3]1.